From a dataset of the Open Reaction Database (ORD), a public repository of structured organic reaction records. describe an organic reaction: reactants, conditions, products, and yield Starting materials: CCO, CCOC(C)=O, Nc1c(Cl)cc(Cl)cc1[N+](=O)[O-], [Na+], O=C([O-])O. The product is Nc1cc(Cl)cc(Cl)c1N. Reaction SMILES: [CH3:13][CH2:14][OH:15].[CH3:21][CH2:22][O:23][C:24](=[O:25])[CH3:26].[Cl:1][c:2]1[c:3]([NH2:4])[c:5]([N+:10]([O-:11])=[O:12])[cH:6][c:7]([Cl:9])[cH:8]1.[Na+:20].[O-:16][C:17]([OH:18])=[O:19]>>[Cl:1][c:2]1[c:3]([NH2:4])[c:5]([NH2:10])[cH:6][c:7]([Cl:9])[cH:8]1.